Task: describe an organic reaction: reactants, conditions, products, and yield. Dataset: the Open Reaction Database (ORD), a public repository of structured organic reaction records Starting materials: Cl (hydrochloride), C=1(C(=CC=CC1)C)C (xylene), [OH-].[Na+] (sodium hydroxide), CN(C)CC1=CNC2=NC=CC=C21 (3-dimethylaminomethyl-1H-pyrrolo[2,3-b]pyridine). Run in O (water). Product: C1(=CC=CC=C1)NC(=O)C=1CCN(CC1)CC1=CNC2=NC=CC=C21 (1-(1H-Pyrrolo[2,3-b]pyridin-3-ylmethyl)-1,2,3,6-tetrahydropyridine-4-carboxylic acid phenylamide). Reaction SMILES: Cl.[OH-:2].[Na+].[CH3:4][N:5]([CH2:7][C:8]1[C:16]2[C:11](=[N:12][CH:13]=[CH:14][CH:15]=2)[NH:10][CH:9]=1)[CH3:6].[C:17]1(C)[C:18](C)=[CH:19][CH:20]=[CH:21][CH:22]=1>O>[C:17]1([NH:5][C:7]([C:8]2[CH2:16][CH2:6][N:5]([CH2:7][C:8]3[C:16]4[C:11](=[N:12][CH:13]=[CH:14][CH:15]=4)[NH:10][CH:9]=3)[CH2:4][CH:9]=2)=[O:2])[CH:18]=[CH:19][CH:20]=[CH:21][CH:22]=1 |f:1.2|. Reported procedure: A solution of the preceding hydrochloride in water was basified with aqueous sodium hydroxide and the resulting suspension extracted with dichloromethane (3×25 ml). The extracts were dried (MgSO4), evaporated and the residual gum (2.16 g) was combined with 3-dimethylaminomethyl-1H-pyrrolo[2,3-b]pyridine (1.75 g, 10 mmol) in xylene (50 ml) and the mixture stirred at reflux for 3.5 h. After decanting the mixture whilst hot, the supernatant was allowed to cool and the solid deposited collected and ... The reactants are ClC=1C=C2C=C(N(C2=C(C1)F)C)C=1C=NC=CC1 (5-chloro-7-fluoro-1-methyl-2-pyridin-3-yl-1H-indole), ClS(=O)(=O)N=C=O (chlorosulfonyl isocyanate), CN(C)C=O (DMF). The solvent is ClCCl (dichloromethane). Conditions: time 1 hour. Yields the product ClC=1C=C2C(=C(N(C2=C(C1)F)C)C=1C=NC=CC1)C#N (5-chloro-7-fluoro-1-methyl-2-pyridin-3-yl-1H-indole-3-carbonitrile). Reaction SMILES: [Cl:1][C:2]1[CH:3]=[C:4]2[C:8](=[C:9]([F:11])[CH:10]=1)[N:7]([CH3:12])[C:6]([C:13]1[CH:14]=[N:15][CH:16]=[CH:17][CH:18]=1)=[CH:5]2.ClS([N:23]=[C:24]=O)(=O)=O.CN(C=O)C>ClCCl>[Cl:1][C:2]1[CH:3]=[C:4]2[C:8](=[C:9]([F:11])[CH:10]=1)[N:7]([CH3:12])[C:6]([C:13]1[CH:14]=[N:15][CH:16]=[CH:17][CH:18]=1)=[C:5]2[C:24]#[N:23]. Reported procedure: To a solution of 5-chloro-7-fluoro-1-methyl-2-pyridin-3-yl-1H-indole (130 mg, 0.50 mmol) in dichloromethane (10 mL) at ambient temperature is added chlorosulfonyl isocyanate (282 mg, 2.0 mmol) and the mixture is stirred for 11 h, whereupon anhydrous DMF (1 mL) is added. After 1 h, the mixture is concentrated and the residue is purified by HPLC using an Xbridge C18 with a gradient of acetonitrile in 0.1% NH4OH to afford 5-chloro-7-fluoro-1-methyl-2-pyridin-3-yl-1H-indole-3-carbonitrile as a white... The reactants are O1C(=NC2=C1C=CC=C2)N(C)CCOC2=CC=C(C=C2)CC(C(=O)OC)OC2=CC1=CC=CC=C1C=C2 (methyl 3-[4-[2-[N-(2-benzoxazolyl)-N-methylamino]ethoxy]phenyl]-2-(2-napthyloxy)propanoate). Run in CO (methanol). Product: O1C(=NC2=C1C=CC=C2)N(C)CCOC2=CC=C(C=C2)CC(C(=O)O)OC2=CC1=CC=CC=C1C=C2 (3-[4-[2-[N-(2-Benzoxazolyl)-N-methylamino]ethoxy]phenyl]-2-(2-napthyloxy)propanoic acid). As a reaction SMILES: [O:1]1[C:5]2[CH:6]=[CH:7][CH:8]=[CH:9][C:4]=2[N:3]=[C:2]1[N:10]([CH2:12][CH2:13][O:14][C:15]1[CH:20]=[CH:19][C:18]([CH2:21][CH:22]([O:27][C:28]2[CH:37]=[CH:36][C:35]3[C:30](=[CH:31][CH:32]=[CH:33][CH:34]=3)[CH:29]=2)[C:23]([O:25]C)=[O:24])=[CH:17][CH:16]=1)[CH3:11]>CO>[O:1]1[C:5]2[CH:6]=[CH:7][CH:8]=[CH:9][C:4]=2[N:3]=[C:2]1[N:10]([CH2:12][CH2:13][O:14][C:15]1[CH:20]=[CH:19][C:18]([CH2:21][CH:22]([O:27][C:28]2[CH:37]=[CH:36][C:35]3[C:30](=[CH:31][CH:32]=[CH:33][CH:34]=3)[CH:29]=2)[C:23]([OH:25])=[O:24])=[CH:17][CH:16]=1)[CH3:11]. Reported procedure: The title compound, mp 162°-4° C. (methanol), was prepared from methyl 3-[4-[2-[N-(2-benzoxazolyl)-N-methylamino]ethoxy]phenyl]-2-(2-napthyloxy)propanoate in a manner analogous to that described for Example 2.